From a dataset of the Open Reaction Database (ORD), a public repository of structured organic reaction records. describe an organic reaction: reactants, conditions, products, and yield The reactants are ClC1=C(C=CC(=C1)C=1C=CC=2N(N1)C(=NN2)COC2=CC=NC1=CC(=CC=C21)OC)C(C)NC(OC(C)(C)C)=O (tert-butyl 1-(2-chloro-4-(3-((7-methoxyquinolin-4-yloxy)methyl)-[1,2,4]triazolo[4,3-b]pyridazin-6-yl)phenyl)ethylcarbamate), Si Carbonate. The solvent is C(Cl)Cl (DCM), C(=O)(C(F)(F)F)O (TFA). Product: ClC1=C(C=CC(=C1)C=1C=CC=2N(N1)C(=NN2)COC2=CC=NC1=CC(=CC=C21)OC)C(C)N (1-(2-chloro-4-(3-((7-methoxyquinolin-4-yloxy)methyl)-[1,2,4]-triazolo[4,3-b]pyridazin-6-yl)phenyl)ethanamine). Reaction SMILES: [Cl:1][C:2]1[CH:7]=[C:6]([C:8]2[CH:9]=[CH:10][C:11]3[N:12]([C:14]([CH2:17][O:18][C:19]4[C:28]5[C:23](=[CH:24][C:25]([O:29][CH3:30])=[CH:26][CH:27]=5)[N:22]=[CH:21][CH:20]=4)=[N:15][N:16]=3)[N:13]=2)[CH:5]=[CH:4][C:3]=1[CH:31]([NH:33]C(=O)OC(C)(C)C)[CH3:32]>C(Cl)Cl.C(O)(C(F)(F)F)=O>[Cl:1][C:2]1[CH:7]=[C:6]([C:8]2[CH:9]=[CH:10][C:11]3[N:12]([C:14]([CH2:17][O:18][C:19]4[C:28]5[C:23](=[CH:24][C:25]([O:29][CH3:30])=[CH:26][CH:27]=5)[N:22]=[CH:21][CH:20]=4)=[N:15][N:16]=3)[N:13]=2)[CH:5]=[CH:4][C:3]=1[CH:31]([NH2:33])[CH3:32]. Procedure details: A solution of tert-butyl 1-(2-chloro-4-(3-((7-methoxyquinolin-4-yloxy)methyl)-[1,2,4]triazolo[4,3-b]pyridazin-6-yl)phenyl)ethylcarbamate (100 mg, 178 μmol) in DCM (2 mL) and TFA (2 mL) was stirred for 30 min at 23° C. Solvents removed under reduced pressure (not-toluene azeotroping is suggested!) and residue dissolved in CHCl3/IPA (10 mL). Solution stirred as a suspension with Si-Carbonate (1.3 g; 1 mmol) for 30 min. Suspension filtered and filtrate reduced to an amber film (150 mg). Product pur... The reactants are CCN=C=NCCCN(C)C, CCOC(C)=O, O=C(O)C=Cc1csc(NC2CCN(C(=O)c3ccc(Cl)cc3)C2)n1, NOC1CCCCO1, CN(C)C=O, O, On1nnc2ccccc21. Yields the product O=C(C=Cc1csc(NC2CCN(C(=O)c3ccc(Cl)cc3)C2)n1)NOC1CCCCO1. RXN SMILES: [CH3:1][CH2:2][N:3]=[C:4]=[N:5][CH2:6][CH2:7][CH2:8][N:9]([CH3:10])[CH3:11].[CH3:61][CH2:62][O:63][C:64]([CH3:65])=[O:66].[Cl:12][c:13]1[cH:14][cH:15][c:16]([C:17](=[O:18])[N:19]2[CH2:20][CH:21]([NH:24][c:25]3[s:26][cH:27][c:28]([CH:30]=[CH:31][C:32](=[O:33])[OH:34])[n:29]3)[CH2:22][CH2:23]2)[cH:35][cH:36]1.[O:37]1[CH:38]([O:43][NH2:44])[CH2:39][CH2:40][CH2:41][CH2:42]1.[O:55]=[CH:56][N:57]([CH3:58])[CH3:59].[OH2:60].[OH:45][n:46]1[c:47]2[c:48]([cH:49][cH:50][cH:51][cH:52]2)[n:53][n:54]1>>[Cl:12][c:13]1[cH:14][cH:15][c:16]([C:17](=[O:18])[N:19]2[CH2:20][CH:21]([NH:24][c:25]3[s:26][cH:27][c:28]([CH:30]=[CH:31][C:32](=[O:33])[NH:44][O:43][CH:38]4[O:37][CH2:42][CH2:41][CH2:40][CH2:39]4)[n:29]3)[CH2:22][CH2:23]2)[cH:35][cH:36]1. The reactants are CCn5c1ccccc1c4ccc([Li])cc45 (effective_coupling_partner), COc1ccc2ccccc2c1 (substrate). The reagents and catalysts are SIMes. Reaction conditions: temperature 25 celsius, time 12 hour. The product is CCn1c2ccccc2c3ccc(c4ccc5ccccc5c4)cc31. Reactants: C(C)N(CC)S(F)(F)F ((Diethylamino)sulfur trifluoride), FC(C1=NN=C2N1N=C(C=C2)N2CCC(CC2)COCCO)(F)F (2-[[1-(3-(trifluoromethyl)-[1,2,4]triazolo[4,3-b]pyridazin-6-yl]piperidin-4-yl)methoxy]ethanol). Solvent: C(Cl)Cl (DCM), C(Cl)Cl (DCM). Run at time 18 hour. The product is FCCOCC1CCN(CC1)C=1C=CC=2N(N1)C(=NN2)C(F)(F)F (6-[4-[(2-fluoroethoxy)methyl]piperidin-1-yl]-3-(trifluoromethyl)[1,2,4]triazolo[4,3-b]pyridazine). Isolated yield 21.1%. Reaction SMILES: C(N(S(F)(F)[F:7])CC)C.[F:10][C:11]([F:33])([F:32])[C:12]1[N:16]2[N:17]=[C:18]([N:21]3[CH2:26][CH2:25][CH:24]([CH2:27][O:28][CH2:29][CH2:30]O)[CH2:23][CH2:22]3)[CH:19]=[CH:20][C:15]2=[N:14][N:13]=1>C(Cl)Cl>[F:7][CH2:30][CH2:29][O:28][CH2:27][CH:24]1[CH2:25][CH2:26][N:21]([C:18]2[CH:19]=[CH:20][C:15]3[N:16]([C:12]([C:11]([F:33])([F:32])[F:10])=[N:13][N:14]=3)[N:17]=2)[CH2:22][CH2:23]1. Procedure: (Diethylamino)sulfur trifluoride (0.059 mL, 0.45 mmol) was added dropwise to a stirred solution of 2-[[1-(3-(trifluoromethyl)-[1,2,4]triazolo[4,3-b]pyridazin-6-yl]piperidin-4-yl)methoxy]ethanol (104 mg, 0.3 mmol) in DCM (3 mL) at −70° C. The solution was allowed to warm to ambient temperature and stir for 18 hours. The solution was diluted with DCM and washed with 2M aqueous K2CO3. The organic phase was dried over MgSO4 and evaporated. The crude product was purified by preparative HPLC (Waters X...